Dataset: the Open Reaction Database (ORD), a public repository of structured organic reaction records. Task: describe an organic reaction: reactants, conditions, products, and yield Yields the product N1=CC=CC2=CC(=CC=C12)\C=N\C1=C2COC(C2=CC=C1)=O ((E)-4-(quinolin-6-ylmethyleneamino)isobenzofuran-1(3H)-one). Isolated yield 93.5%. Reactants: N1=CC=CC2=CC(=CC=C12)C=O (quinoline-6-carbaldehyde), NC1=C2COC(C2=CC=C1)=O (4-aminoisobenzofuran-1(3H)-one), S(=O)(=O)([O-])[O-].[Mg+2] (magnesium sulfate). Procedure: A solution of quinoline-6-carbaldehyde (786 mg, 5.0 mmol), 4-aminoisobenzofuran-1(3H)-one (745 mg, 5.0 mmol) and anhydrous magnesium sulfate (6.0 g, 50.0 mmol) in acetonitrile (100 ml) was heated at reflux for two days. The solution was filtered and removed in vacuum. The crude product was re-crystallized from isopropanol to give the title compound (1.348 g, yield 93%) LC-MS (ESI) m/z: 289 (M+1)+. 1H-NMR (400 MHz, DMSO-d6) δ (ppm): 5.57 (s, 2H), 7.63-7.77 (m, 4H), 8.14-8.16 (d, J=8.8 Hz, 1H), 8.... Reaction SMILES: [N:1]1[C:10]2[C:5](=[CH:6][C:7]([CH:11]=O)=[CH:8][CH:9]=2)[CH:4]=[CH:3][CH:2]=1.[NH2:13][C:14]1[CH:22]=[CH:21][CH:20]=[C:19]2[C:15]=1[CH2:16][O:17][C:18]2=[O:23].S([O-])([O-])(=O)=O.[Mg+2]>C(#N)C>[N:1]1[C:10]2[C:5](=[CH:6][C:7](/[CH:11]=[N:13]/[C:14]3[CH:22]=[CH:21][CH:20]=[C:19]4[C:15]=3[CH2:16][O:17][C:18]4=[O:23])=[CH:8][CH:9]=2)[CH:4]=[CH:3][CH:2]=1 |f:2.3|. The solvent is C(C)#N (acetonitrile). The reactants are [O-]C#N.[K+] (potassium cyanate), Cl[O-].[Na+] (sodium hypochlorite), [N+](=O)([O-])C=1C=C(C=CC1)NN=CC (acetaldehyde 3-nitrophenylhydrazone), [N+](=O)([O-])C=1C=C(C=CC1)NN=CC (acetaldehyde 3-nitrophenylhydrazone). Solvent: O (water), O (water), C(C)(=O)O (acetic acid). Conditions: temperature 20 celsius, time 30 minute. The product is CC1=NN(C(N1)=O)C1=CC(=CC=C1)[N+](=O)[O-] (4,5-dihydro-3-methyl-1-(3-nitrophenyl)-1,2,4-triazol-5(1H)-one). The yield is 64.3%. RXN SMILES: [N+:1]([C:4]1[CH:5]=[C:6]([NH:10][N:11]=[CH:12][CH3:13])[CH:7]=[CH:8][CH:9]=1)([O-:3])=[O:2].[O-:14][C:15]#[N:16].[K+].Cl[O-].[Na+]>C(O)(=O)C.O>[CH3:13][C:12]1[NH:16][C:15](=[O:14])[N:10]([C:6]2[CH:7]=[CH:8][CH:9]=[C:4]([N+:1]([O-:3])=[O:2])[CH:5]=2)[N:11]=1 |f:1.2,3.4|. Procedure details: To a stirred, warm (40° C.) solution of 66.2 g (0.37 mole) of acetaldehyde 3-nitrophenylhydrazone (compound 40, FIG. 5) in one liter of acetic acid was added a solution of 30.0 g (0.37 mole) of potassium cyanate in 75 ml of water. The reaction mixture was cooled to 20° C. and stirred for 30 minutes. An aqueous 5% sodium hypochlorite solution (600 ml) was added to the mixture during a 30 minute period while maintaining a temperature of 20° C. A precipitate formed during the addition. After this a... Starting materials: C(C)(C)NC(C)C (diisopropylamine), C(CCC)[Li] (n-butyl lithium), CI (methyl iodide), ice water, C([C@@H](O)CC(=O)OC)(=O)OC (dimethyl (S)-(−)-malate). The solvent is hexanes, O1CCCC1 (tetrahydrofuran), hexanes, C(C)(=O)O (acetic acid), CCOCC (ether). Reaction conditions: temperature 0 celsius, time 30 minute. Product: O[C@H](C(=O)OC)[C@@H](C(=O)OC)C (dimethyl (2S,3S)-2-hydroxy-3-methylbutanedioate). Isolated yield 19.1%. RXN SMILES: [CH:1](NC(C)C)(C)C.C([Li])CCC.[C:13]([O:22][CH3:23])(=[O:21])[C@H:14]([CH2:16][C:17]([O:19][CH3:20])=[O:18])[OH:15].CI>O1CCCC1.C(O)(=O)C.CCOCC>[OH:15][C@@H:14]([C@H:16]([CH3:1])[C:17]([O:19][CH3:20])=[O:18])[C:13]([O:22][CH3:23])=[O:21]. Procedure details: To a −78° C. solution of 9.09 mL (65 mmol) of diisopropylamine in 100 mL of tetrahydrofuran was added dropwise 40.5 mL (65 mmol) of 1.6 M n-butyl lithium in hexanes. The solution was allowed to warm to 0° C. briefly before being cooled to −78° C. To the solution was added 4.09 mL (30.9 mmol) of dimethyl (S)-(−)-malate dropwise and the resulting solution was allowed to warm to room temperature. After 30 min at room temperature, it was cooled to −78° C. before 2.3 mL (37.1 mmol) of methyl iodide w... Reactants: NC1=C(C=NN1CC(C1=CC=CC=C1)O)C(=O)O (5-amino-1-(2-hydroxy-2-phenylethyl)-1H-pyrazole-4-carboxylic acid), C(C1=CC=CC=C1)(=O)N=C=S (benzoyl isothiocyanate), O1CCCC1 (tetrahydrofuran). Product: C(C1=CC=CC=C1)(=O)NC(=S)NC1=C(C=NN1CC(C1=CC=CC=C1)O)C(=O)OCC (Ethyl 5-{[(benzoylamino)carbonothioyl]amino}-1-(2-hydroxy-2-phenylethyl)-1H-pyrazole-4-carboxylate). Isolated yield 93.0%. RXN SMILES: [NH2:1][C:2]1[N:6]([CH2:7][CH:8]([OH:15])[C:9]2[CH:14]=[CH:13][CH:12]=[CH:11][CH:10]=2)[N:5]=[CH:4][C:3]=1[C:16]([OH:18])=[O:17].[C:19]([N:27]=[C:28]=[S:29])(=[O:26])[C:20]1[CH:25]=[CH:24][CH:23]=[CH:22][CH:21]=1.O1CC[CH2:32][CH2:31]1>>[C:19]([NH:27][C:28]([NH:1][C:2]1[N:6]([CH2:7][CH:8]([OH:15])[C:9]2[CH:14]=[CH:13][CH:12]=[CH:11][CH:10]=2)[N:5]=[CH:4][C:3]=1[C:16]([O:18][CH2:31][CH3:32])=[O:17])=[S:29])(=[O:26])[C:20]1[CH:25]=[CH:24][CH:23]=[CH:22][CH:21]=1. Reported procedure: A suspension of 5 (2.7 g, 10 mmol) and benzoyl isothiocyanate (1.7 g, 11 mmol) in anhydrous tetrahydrofuran (THF) (20 mL) was refluxed for 12 h. The solvent was evaporated under reduced pressure; the oil residue crystallized adding diethyl ether (30 mL) to afford the pure product 6 (4.07 g, 93%) as a white solid; mp 171-172° C. 1H NMR: δ 1.29 (t, J=7.0, 3H, CH3), 3.97-4.20 (m, 5H, 2CH2+OH, 1H disappears with D2O), 4.58-4.68 (m, 1H, CHO), 7.05-7.98 (m, 10H Ar), 8.02 (s, 1H, H-3), 8.70 (s, 1H, NH,... Reactants: N[C@@H](CCC(N)=O)C(=O)O (glutamine), CN(C)C (trimethylamine), C(CCCCCCCCCCC)(=O)Cl (lauroylchloride). Run in O (water), O1CCOCC1 (dioxane), O1CCOCC1 (dioxane). Reaction conditions: time 1 hour. Product: C(CCCCCCCCCCC)(=O)N[C@@H](CCC(N)=O)C(=O)O (N-Lauroyl-glutamin). As a reaction SMILES: [C:1](Cl)(=[O:13])[CH2:2][CH2:3][CH2:4][CH2:5][CH2:6][CH2:7][CH2:8][CH2:9][CH2:10][CH2:11][CH3:12].[NH2:15][C@H:16]([C:22]([OH:24])=[O:23])[CH2:17][CH2:18][C:19](=[O:21])[NH2:20].CN(C)C>O1CCOCC1.O>[C:1]([NH:15][C@H:16]([C:22]([OH:24])=[O:23])[CH2:17][CH2:18][C:19](=[O:21])[NH2:20])(=[O:13])[CH2:2][CH2:3][CH2:4][CH2:5][CH2:6][CH2:7][CH2:8][CH2:9][CH2:10][CH2:11][CH3:12]. Procedure: 9.22 g lauroylchloride dissolved in 46 ml dioxane were slowly added to 6.72 g glutamine and 13.94 g trimethylamine in 92 ml water and 92 ml dioxane, the temperature being 0° C. After stirring at room temperature for 1 hour, the dioxane was evaporated and the remaining solution was acidified to pH 1 with HCl. The crystals were filtered off and recrystallized from acetone and then from methanol: 9.9 g white needles. Starting materials: COC(C1=C(C=C(C=C1)[N+](=O)[O-])C1=C(C=CC=C1)C)=O (4-Nitro-2-(2-methylphenyl)benzoic acid methyl ester), [OH-].[Na+].CO (NaOH CH3OH). Product: [N+](=O)([O-])C1=CC(=C(C(=O)O)C=C1)C1=C(C=CC=C1)C (4-nitro-2-(2-methylphenyl)benzoic acid). As a reaction SMILES: C[O:2][C:3](=[O:20])[C:4]1[CH:9]=[CH:8][C:7]([N+:10]([O-:12])=[O:11])=[CH:6][C:5]=1[C:13]1[CH:18]=[CH:17][CH:16]=[CH:15][C:14]=1[CH3:19].[OH-].[Na+].CO>>[N+:10]([C:7]1[CH:8]=[CH:9][C:4]([C:3]([OH:20])=[O:2])=[C:5]([C:13]2[CH:18]=[CH:17][CH:16]=[CH:15][C:14]=2[CH3:19])[CH:6]=1)([O-:12])=[O:11] |f:1.2.3|. Reported procedure: 4-Nitro-2-(2-methylphenyl)benzoic acid methyl ester, prepared as in Example 178A, was saponified using aqueous NaOH—CH3OH to give 4-nitro-2-(2-methylphenyl)benzoic acid; HRMS calcd for C14H11NO4 257.0688, obsd 257.0699. Reactants: C(C1=CC=CC=C1)OC=1C(=NC(=CC1)N1CCCC1)C(=O)OC (methyl 3-benzyloxy-6-(1-pyrrolidinyl)picolinate), COCCOC (1,2-dimethoxyethane). The reagents and catalysts are [C].[Pd] (palladium carbon). Run in CO (methanol). Product: OC=1C(=NC(=CC1)N1CCCC1)C(=O)OC (methyl 3-hydroxy-6-(1-pyrrolidinyl)picolinate). Isolated yield 100.0%. RXN SMILES: C([O:8][C:9]1[C:10]([C:20]([O:22][CH3:23])=[O:21])=[N:11][C:12]([N:15]2[CH2:19][CH2:18][CH2:17][CH2:16]2)=[CH:13][CH:14]=1)C1C=CC=CC=1.COCCOC>CO.[C].[Pd]>[OH:8][C:9]1[C:10]([C:20]([O:22][CH3:23])=[O:21])=[N:11][C:12]([N:15]2[CH2:19][CH2:18][CH2:17][CH2:16]2)=[CH:13][CH:14]=1 |f:3.4|. Procedure: 6.10 g (19.5 mmol) of methyl 3-benzyloxy-6-(1-pyrrolidinyl)picolinate was catalytically reduced in 50 ml of methanol and 100 ml of 1,2-dimethoxyethane in the presence of 1.5 g of 10% palladium carbon. The catalyst was filtered off, and the solvent was distilled off, and the residue was crystallized from diisopropyl ether-n-hexane to obtain the desired product. The reactants are CN(C)C=C1C(CCC1)=O (2-dimethylaminomethylenecyclopentanone), C(C1=CC=CC=C1)N (benzylamine). Product: C(C1=CC=CC=C1)NC=C1C(CCC1)=O (2-benzylaminomethylenecyclopentanone). Yield: 73.5%. RXN SMILES: C[N:2]([CH:4]=[C:5]1[CH2:9][CH2:8][CH2:7][C:6]1=[O:10])[CH3:3].C(N)[C:12]1[CH:17]=[CH:16][CH:15]=[CH:14][CH:13]=1>>[CH2:3]([NH:2][CH:4]=[C:5]1[CH2:9][CH2:8][CH2:7][C:6]1=[O:10])[C:12]1[CH:17]=[CH:16][CH:15]=[CH:14][CH:13]=1. Procedure: Using 2-dimethylaminomethylenecyclopentanone (50 mmol) and benzylamine (50 mmol) and proceeding according to the abovementioned method C, 2-benzylaminomethylenecyclopentanone (7.4 g, efficiency: 70%) is produced in the form of a pale yellow powder.